From a dataset of the Open Reaction Database (ORD), a public repository of structured organic reaction records. describe an organic reaction: reactants, conditions, products, and yield The reactants are OCCC1(c2ccc(Cl)c(Cl)c2)CCNC1, O=C(Cl)c1cc(C(F)(F)F)cc(C(F)(F)F)c1. Yields the product O=C(c1cc(C(F)(F)F)cc(C(F)(F)F)c1)N1CCC(CCO)(c2ccc(Cl)c(Cl)c2)C1. RXN SMILES: [Cl:1][c:2]1[cH:3][c:4]([C:9]2([CH2:14][CH2:15][OH:16])[CH2:10][NH:11][CH2:12][CH2:13]2)[cH:5][cH:6][c:7]1[Cl:8].[F:17][C:18]([c:19]1[cH:20][c:21]([C:22](=[O:23])[Cl:24])[cH:25][c:26]([C:28]([F:29])([F:30])[F:31])[cH:27]1)([F:32])[F:33]>>[Cl:1][c:2]1[cH:3][c:4]([C:9]2([CH2:14][CH2:15][OH:16])[CH2:10][N:11]([C:22]([c:21]3[cH:20][c:19]([C:18]([F:17])([F:32])[F:33])[cH:27][c:26]([C:28]([F:29])([F:30])[F:31])[cH:25]3)=[O:23])[CH2:12][CH2:13]2)[cH:5][cH:6][c:7]1[Cl:8]. Reaction SMILES: Br[C:2]1[CH:7]=[C:6]([C:8]([F:11])([F:10])[F:9])[CH:5]=[CH:4][C:3]=1[S:12]([N:15]1[CH2:20][CH2:19][N:18]([C:21]([O:23][C:24]([CH3:27])([CH3:26])[CH3:25])=[O:22])[C@@H:17]([CH3:28])[CH2:16]1)(=[O:14])=[O:13].[C:29](=O)([O-])[O-].[K+].[K+].CB1OB(C)OB(C)O1.CCOC(C)=O>O1CCOCC1.C1C=CC([P]([Pd]([P](C2C=CC=CC=2)(C2C=CC=CC=2)C2C=CC=CC=2)([P](C2C=CC=CC=2)(C2C=CC=CC=2)C2C=CC=CC=2)[P](C2C=CC=CC=2)(C2C=CC=CC=2)C2C=CC=CC=2)(C2C=CC=CC=2)C2C=CC=CC=2)=CC=1>[CH3:28][C@H:17]1[CH2:16][N:15]([S:12]([C:3]2[CH:4]=[CH:5][C:6]([C:8]([F:11])([F:10])[F:9])=[CH:7][C:2]=2[CH3:29])(=[O:14])=[O:13])[CH2:20][CH2:19][N:18]1[C:21]([O:23][C:24]([CH3:27])([CH3:26])[CH3:25])=[O:22] |f:1.2.3,^1:59,61,80,99|. Conditions: temperature 100 celsius. Solvent: O1CCOCC1 (1,4-dioxane). The yield is 90.6%. The product is C[C@@H]1N(CCN(C1)S(=O)(=O)C1=C(C=C(C=C1)C(F)(F)F)C)C(=O)OC(C)(C)C (1,1-dimethylethyl (2S)-2-methyl-4-{[2-methyl-4-(trifluoromethyl)phenyl]sulfonyl}-1-piperazinecarboxylate). Procedure details: A solution of 1,1-dimethylethyl (2S)-4-{[2-bromo-4-(trifluoromethyl)phenyl]sulfonyl}-2-methyl-1-piperazinecarboxylate (may be prepared as described in Description 23) (1.00 g, 2.05 mmol), potassium carbonate (0.737 g, 5.34 mmol) in 1,4-dioxane (43 ml) were stirred for 5 min then trimethylboroxin (0.743 ml, 5.34 mmol) and Pd(Ph3P)4 (0.403 g, 0.349 mmol) were added and the reaction mixture heated at 100° C. overnight. EtOAc (100 ml) was added, then the mixture was washed with aqueous sodium bicarb... The reactants are CB1OB(OB(O1)C)C (trimethylboroxin), CCOC(=O)C (EtOAc), BrC1=C(C=CC(=C1)C(F)(F)F)S(=O)(=O)N1C[C@@H](N(CC1)C(=O)OC(C)(C)C)C (1,1-dimethylethyl (2S)-4-{[2-bromo-4-(trifluoromethyl)phenyl]sulfonyl}-2-methyl-1-piperazinecarboxylate), C([O-])([O-])=O.[K+].[K+] (potassium carbonate). The reagents and catalysts are C=1C=CC(=CC1)[P](C=2C=CC=CC2)(C=3C=CC=CC3)[Pd]([P](C=4C=CC=CC4)(C=5C=CC=CC5)C=6C=CC=CC6)([P](C=7C=CC=CC7)(C=8C=CC=CC8)C=9C=CC=CC9)[P](C=1C=CC=CC1)(C=1C=CC=CC1)C=1C=CC=CC1 (Pd(Ph3P)4). Reactants: ClC=1C=C(C(=O)OC)C=C(C1O)OC(C)C (Methyl 3-chloro-4-hydroxy-5-isopropoxybenzoate), CI (methyl iodide). Conditions: time 18 hour. Product: ClC=1C=C(C(=O)OC)C=C(C1OC)OC(C)C (Methyl 3-chloro-5-isopropoxy-4-methoxybenzoate). Yield: 95.0%. As a reaction SMILES: [Cl:1][C:2]1[CH:3]=[C:4]([CH:9]=[C:10]([O:13][CH:14]([CH3:16])[CH3:15])[C:11]=1[OH:12])[C:5]([O:7][CH3:8])=[O:6].[CH3:17]I>>[Cl:1][C:2]1[CH:3]=[C:4]([CH:9]=[C:10]([O:13][CH:14]([CH3:16])[CH3:15])[C:11]=1[O:12][CH3:17])[C:5]([O:7][CH3:8])=[O:6]. Reported procedure: Methyl 3-chloro-5-isopropoxy-4-methoxybenzoate (4) (1.06 g, 95%) was prepared from methyl 3-chloro-4-hydroxy-5-isopropoxybenzoate (3) (1.00 g, 4.09 mmol) using a procedure essentially the same as in step (i) for AAA-001 except that methyl iodide was used instead of cyclopentyl bromide and the mixture was stirred at RT for 18 h.